This data is from the Open Reaction Database (ORD), a public repository of structured organic reaction records. The task is: describe an organic reaction: reactants, conditions, products, and yield Starting materials: CC(C)(C)c1nc(N2CCN(CCCCl)CC2)cc(C(F)(F)F)n1, CN(C)C=O, [H-], O=C1CCc2ccccc2N1, [Na+]. Product: [Cl-], CC(C)(C)c1nc(N2CC[NH+](CCCN3C(=O)CCc4ccccc43)CC2)cc(C(F)(F)F)n1. As a reaction SMILES: [C:14]([CH3:15])([CH3:16])([CH3:17])[c:18]1[n:19][c:20]([C:34]([F:35])([F:36])[F:37])[cH:21][c:22]([N:24]2[CH2:25][CH2:26][N:27]([CH2:30][CH2:31][CH2:32][Cl:33])[CH2:28][CH2:29]2)[n:23]1.[CH3:38][N:39]([CH3:40])[CH:41]=[O:42].[H-:13].[NH:1]1[C:2](=[O:11])[CH2:3][CH2:4][c:5]2[cH:6][cH:7][cH:8][cH:9][c:10]21.[Na+:12]>>[Cl-:33].[N:1]1([CH2:32][CH2:31][CH2:30][NH+:27]2[CH2:26][CH2:25][N:24]([c:22]3[cH:21][c:20]([C:34]([F:35])([F:36])[F:37])[n:19][c:18]([C:14]([CH3:15])([CH3:16])[CH3:17])[n:23]3)[CH2:29][CH2:28]2)[C:2](=[O:11])[CH2:3][CH2:4][c:5]2[cH:6][cH:7][cH:8][cH:9][c:10]21. Reactants: C(C)(=O)O (acetic acid), BrCCCCC1=CSC=C1 (3-(4-bromobutyl)thiophene), C1CC(=O)N(C1=O)Br (NBS). Solvent: C(Cl)(Cl)Cl (CHCl3). Conditions: time 20 minute. The product is BrC=1SC=CC1CCCCBr (2-bromo-3-(4-bromobutyl)thiophene). The yield is 68.0%. RXN SMILES: [Br:1][CH2:2][CH2:3][CH2:4][CH2:5][C:6]1[CH:10]=[CH:9][S:8][CH:7]=1.C(O)(=O)C.C1C(=O)N([Br:22])C(=O)C1>C(Cl)(Cl)Cl>[Br:22][C:7]1[S:8][CH:9]=[CH:10][C:6]=1[CH2:5][CH2:4][CH2:3][CH2:2][Br:1]. Procedure details: 3-(4-bromobutyl)thiophene (8 g, 36.5 mmol) was dissolved in 250 ml CHCl3, and glacial acetic acid (250 ml) was added in the dark. NBS (6.5 g, 36.5 mmol) was added, and the mixture was stirred for 20 minutes at room temperature in the dark. The reaction mixture was washed with water, saturated NaHCO3, dried over magnesium sulfate and the solvent was removed under vacuum. Purification by column chromatography afforded the title compound (7.4 g, 68% yield) as a light yellow oil. 1H-NMR (ppm, CDCl3)... Starting materials: N(=[N+]=[N-])CCCOC12C(CC1C(=O)N1CCCCC1)C=CC=C2 (3-(3-Azidopropoxy)-1-(1-piperidinylcarbonyl)benzocyclobutene), [H-].[H-].[H-].[H-].[Li+].[Al+3] (LAH). Solvent: C1CCOC1 (THF), CCOCC (ether). Product: NCCCOC12C(CC1CN1CCCCC1)C=CC=C2 (3-(3-Aminopropoxy)-1-(1-piperidinylmethyl)benzocyclobutene). As a reaction SMILES: [N:1]([CH2:4][CH2:5][CH2:6][O:7][C:8]12[CH:23]=[CH:22][CH:21]=[CH:20][CH:9]1[CH2:10][CH:11]2[C:12]([N:14]1[CH2:19][CH2:18][CH2:17][CH2:16][CH2:15]1)=O)=[N+]=[N-].[H-].[H-].[H-].[H-].[Li+].[Al+3]>C1COCC1.CCOCC>[NH2:1][CH2:4][CH2:5][CH2:6][O:7][C:8]12[CH:23]=[CH:22][CH:21]=[CH:20][CH:9]1[CH2:10][CH:11]2[CH2:12][N:14]1[CH2:19][CH2:18][CH2:17][CH2:16][CH2:15]1 |f:1.2.3.4.5.6|. Reported procedure: A solution of the azidobenzocyclobutenylamide compound of Step 2. above (3.2 g) in THF (20.4 ml) is added dropwise to a suspension of LAH (0.93 g) in anhydrous ether (122 ml) stirred under nitrogen maintained at ice bath temperatures. The reaction mixture is refluxed for 15 hours, cooled and quenched with water (0.93 ml), aqueous sodium hydroxide (15% solution, 0.93 ml) and water (2.79 ml) and filtered. The solid is washed with ether and the combined filtrate dried, filtered, evaporated in vacuo...